This data is from the Open Reaction Database (ORD), a public repository of structured organic reaction records. The task is: describe an organic reaction: reactants, conditions, products, and yield Starting materials: COC=1C(=CC2=C(C(N(C=3C4=C(NC(C23)=O)C=CC=C4)CCCN4CCOCC4)=O)C1)OC (8,9-Dimethoxy-5-(3-morpholinopropyl)dibenzo[c,h][1,6]naphthyridine-6,11(5H,12H)-dione), O=P(Cl)(Cl)Cl (POCl3), P(Cl)(Cl)(Cl)(Cl)Cl (phosphorus pentachloride), P(Cl)(Cl)(Cl)(Cl)Cl (PCl5). Conditions: time 1 hour. Yields the product ClC1=C2C3=C(C(N(C2=C2C(=N1)C=CC=C2)CCCN2CCOCC2)=O)C=C(C(=C3)OC)OC (11-Chloro-8,9-dimethoxy-5-(3-morpholinopropyl)dibenzo[c,h][1,6]-naphthyridin-6(5H)-one). The yield is 66.0%. As a reaction SMILES: [CH3:1][O:2][C:3]1[C:4]([O:32][CH3:33])=[CH:5][C:6]2[C:15]3[C:14](=O)[NH:13][C:12]4[CH:17]=[CH:18][CH:19]=[CH:20][C:11]=4[C:10]=3[N:9]([CH2:21][CH2:22][CH2:23][N:24]3[CH2:29][CH2:28][O:27][CH2:26][CH2:25]3)[C:8](=[O:30])[C:7]=2[CH:31]=1.O=P(Cl)(Cl)[Cl:36].P(Cl)(Cl)(Cl)(Cl)Cl>>[Cl:36][C:14]1[N:13]=[C:12]2[CH:17]=[CH:18][CH:19]=[CH:20][C:11]2=[C:10]2[C:15]=1[C:6]1[CH:5]=[C:4]([O:32][CH3:33])[C:3]([O:2][CH3:1])=[CH:31][C:7]=1[C:8](=[O:30])[N:9]2[CH2:21][CH2:22][CH2:23][N:24]1[CH2:29][CH2:28][O:27][CH2:26][CH2:25]1. Procedure: Precursor 29 (22.5 mg, 0.05 mmol) was mixed with POCl3 (3 mL) and phosphorus pentachloride (100 mg, 10 equiv) was added slowly at room temperature. Starting material dissolved upon PCl5 addition, forming a clear yellow solution. The reaction mixture was stirred for 1 h and then heated at reflux for 1.5 h. After disappearance of starting material, the reaction mixture was cooled to room temperature and concentrated under reduced pressure. The brown oily residue was dissolved completely in ice-col... The reactants are CCC(C(=O)[O-])N1C(=O)N(c2ccccn2)C(=O)C1(C)c1cc(F)cc(F)c1, C1CCOC1, CS(C)=O, [Na+], [OH-]. The product is CC1(c2cc(F)cc(F)c2)C(=O)N(c2ccccn2)C(=O)N1CC(=O)O. As a reaction SMILES: [CH2:1]([CH3:2])[CH:3]([C:4](=[O:5])[O-:6])[N:7]1[C:8](=[O:28])[N:9]([c:22]2[n:23][cH:24][cH:25][cH:26][cH:27]2)[C:10](=[O:21])[C:11]1([CH3:12])[c:13]1[cH:14][c:15]([F:20])[cH:16][c:17]([F:19])[cH:18]1.[CH2:31]1[O:32][CH2:33][CH2:34][CH2:35]1.[CH3:36][S:37]([CH3:38])=[O:39].[Na+:30].[OH-:29]>>[CH2:3]([C:4](=[O:5])[OH:6])[N:7]1[C:8](=[O:28])[N:9]([c:22]2[n:23][cH:24][cH:25][cH:26][cH:27]2)[C:10](=[O:21])[C:11]1([CH3:12])[c:13]1[cH:14][c:15]([F:20])[cH:16][c:17]([F:19])[cH:18]1. Starting materials: FC1=CC=C(C=C1)C1=C(N=C(N1COCC[Si](C)(C)C)C(F)(F)F)C1=CC=C(C=C1)S(=O)(=O)N (4-[5-(4-Fluorophenyl)-2-trifluoromethyl-1-(2-trimethylsilylethoxymethyl)-1H-imidazol-4-yl]benzenesulfonamide), Cl (HCl). Solvent: CCO (EtOH), O (water). The product is FC1=CC=C(C=C1)C1=C(N=C(N1)C(F)(F)F)C1=CC=C(C=C1)S(=O)(=O)N (4-[5-(4-Fluorophenyl)-2-trifluoromethyl-1H-imidazol-4-yl]benzenesulfonamide). The yield is 38.9%. As a reaction SMILES: [F:1][C:2]1[CH:7]=[CH:6][C:5]([C:8]2[N:12](COCC[Si](C)(C)C)[C:11]([C:21]([F:24])([F:23])[F:22])=[N:10][C:9]=2[C:25]2[CH:30]=[CH:29][C:28]([S:31]([NH2:34])(=[O:33])=[O:32])=[CH:27][CH:26]=2)=[CH:4][CH:3]=1.Cl>CCO.O>[F:1][C:2]1[CH:7]=[CH:6][C:5]([C:8]2[NH:12][C:11]([C:21]([F:23])([F:22])[F:24])=[N:10][C:9]=2[C:25]2[CH:30]=[CH:29][C:28]([S:31]([NH2:34])(=[O:33])=[O:32])=[CH:27][CH:26]=2)=[CH:4][CH:3]=1. Procedure details: A solution of protected sulfonamide from step 2 (500 mg, 1 mmol) in a solution of 3 N HCl (5 ml) in EtOH (4 ml) was heated to reflux for 1 hour, cooled and diluted with water (20 ml). The resulting mixture was extracted with methylene chloride, dried (Na2SO4) and the solvent was evaporated. The residue was recrystallized from toluene containing a small amount of ethyl acetate to give the title product (150 mg, 40%): m.p. 259-260° C. Anal. Calc'd. for C16H11N3O2F4S: C, 49.87; H, 2.88; N, 10.90; S... Starting materials: O1CCCC1 (tetrahydrofuran), ClC1=NC(=C(C=C1CO)F)Cl ((2,6-dichloro-5-fluoropyridin-3-yl)methanol), [H-].[Na+] (sodium hydride), O1CCCC1 (tetrahydrofuran), COCCl (chloromethyl methyl ether). The solvent is C(C)(=O)OCC (ethyl acetate), O (Water). Run at time 1 hour. The product is ClC1=NC(=C(C=C1F)COC)Cl (2,6-dichloro-3-fluoro-5-((methoxy)methyl)pyridine). As a reaction SMILES: O1CCC[CH2:2]1.[Cl:6][C:7]1[C:12]([CH2:13][OH:14])=[CH:11][C:10]([F:15])=[C:9]([Cl:16])[N:8]=1.[H-].[Na+].COCCl>C(OCC)(=O)C.O>[Cl:16][C:9]1[C:10]([F:15])=[CH:11][C:12]([CH2:13][O:14][CH3:2])=[C:7]([Cl:6])[N:8]=1 |f:2.3|. Procedure: To 100 mL of a tetrahydrofuran solution containing 5.8 g of (2,6-dichloro-5-fluoropyridin-3-yl)methanol, 1.8 g of 60% sodium hydride and 2 mL of a tetrahydrofuran solution containing 2.4 mL of chloromethyl methyl ether were added under cooling with ice, and the mixture was stirred at room temperature for 1 hour. Water and ethyl acetate were added thereto, the organic layer was separated, washed sequentially with water and an aqueous saturated sodium chloride solution, and dried over anhydrous ma...